From a dataset of the Open Reaction Database (ORD), a public repository of structured organic reaction records. describe an organic reaction: reactants, conditions, products, and yield The reactants are O=C(C1CCC(Nc2nccc(-n3ccc4c(Br)cccc43)n2)CC1)N1CCC(O)CC1, O=C([O-])[O-], CCO, CC1(C)OB(c2ccncc2)OC1(C)C, Cc1ccccc1, [Na+], [Na+], O, c1ccc(P(c2ccccc2)(c2ccccc2)[Pd](P(c2ccccc2)(c2ccccc2)c2ccccc2)(P(c2ccccc2)(c2ccccc2)c2ccccc2)P(c2ccccc2)(c2ccccc2)c2ccccc2)cc1. The product is O=C(C1CCC(Nc2nccc(-n3ccc4c(-c5ccncc5)cccc43)n2)CC1)N1CCC(O)CC1. RXN SMILES: [Br:1][c:2]1[c:3]2[cH:4][cH:5][n:6](-[c:11]3[n:12][c:13]([NH:17][CH:18]4[CH2:19][CH2:20][CH:21]([C:24](=[O:25])[N:26]5[CH2:27][CH2:28][CH:29]([OH:32])[CH2:30][CH2:31]5)[CH2:22][CH2:23]4)[n:14][cH:15][cH:16]3)[c:7]2[cH:8][cH:9][cH:10]1.[C:48](=[O:49])([O-:50])[O-:51].[CH3:139][CH2:140][OH:141].[CH3:33][C:34]1([CH3:35])[C:36]([CH3:37])([CH3:38])[O:39][B:40]([c:41]2[cH:42][cH:43][n:44][cH:45][cH:46]2)[O:47]1.[CH3:54][c:55]1[cH:56][cH:57][cH:58][cH:59][cH:60]1.[Na+:52].[Na+:53].[OH2:61].[cH:62]1[cH:63][cH:64][c:65]([P:66]([Pd:67]([P:68]([c:69]2[cH:70][cH:71][cH:72][cH:73][cH:74]2)([c:75]2[cH:76][cH:77][cH:78][cH:79][cH:80]2)[c:81]2[cH:82][cH:83][cH:84][cH:85][cH:86]2)([P:87]([c:88]2[cH:89][cH:90][cH:91][cH:92][cH:93]2)([c:94]2[cH:95][cH:96][cH:97][cH:98][cH:99]2)[c:100]2[cH:101][cH:102][cH:103][cH:104][cH:105]2)[P:106]([c:107]2[cH:108][cH:109][cH:110][cH:111][cH:112]2)([c:113]2[cH:114][cH:115][cH:116][cH:117][cH:118]2)[c:119]2[cH:120][cH:121][cH:122][cH:123][cH:124]2)([c:125]2[cH:126][cH:127][cH:128][cH:129][cH:130]2)[c:131]2[cH:132][cH:133][cH:134][cH:135][cH:136]2)[cH:137][cH:138]1>>[c:2]1(-[c:41]2[cH:42][cH:43][n:44][cH:45][cH:46]2)[c:3]2[cH:4][cH:5][n:6](-[c:11]3[n:12][c:13]([NH:17][CH:18]4[CH2:19][CH2:20][CH:21]([C:24](=[O:25])[N:26]5[CH2:27][CH2:28][CH:29]([OH:32])[CH2:30][CH2:31]5)[CH2:22][CH2:23]4)[n:14][cH:15][cH:16]3)[c:7]2[cH:8][cH:9][cH:10]1. The reactants are CC1=C(N)C=CC(=C1)C(F)(F)F (2-methyl-4-trifluoromethyl aniline), N(=O)OCCCCC (n-pentyl nitrite), II (iodine). Run in C(Cl)(Cl)Cl (chloroform), C(Cl)Cl (methylene chloride). The product is CC1=C(C=CC(=C1)C(F)(F)F)I (2-methyl-4-trifluoromethylphenyl Iodide). RXN SMILES: [CH3:1][C:2]1[CH:8]=[C:7]([C:9]([F:12])([F:11])[F:10])[CH:6]=[CH:5][C:3]=1N.N(OCCCCC)=O.[I:21]I>C(Cl)(Cl)Cl.C(Cl)Cl>[CH3:1][C:2]1[CH:8]=[C:7]([C:9]([F:12])([F:11])[F:10])[CH:6]=[CH:5][C:3]=1[I:21]. Reported procedure: To a solution of 2-methyl-4-trifluoromethyl aniline (Step A) (2.2 g, 12.6 mmol) in chloroform (20 ml) at room temperature were added n-pentyl nitrite (2.2 g, 18.9 mmol) and iodine (6.38 g, 25.1 mmol). The mixture was heated to reflux for 1 h. The mixture was diluted with methylene chloride (50 ml). The solution was washed with saturated aqueous sodium thiosulfate, brine and dried over sodium sulfate. The title compound was obtained after flash column using hexane as the eluant.